This data is from the Open Reaction Database (ORD), a public repository of structured organic reaction records. The task is: describe an organic reaction: reactants, conditions, products, and yield The reactants are C1CN2C(CCC3=CC=CC1=C23)=O (1,2,5,6-tetrahydro-4H-pyrrolo[3,2,1-ij]quinolin-4-one), solution, C(CCC)[Li] (n-butyllithium), C(C)(C)NC(C)C (diisopropylamine), N1CCCC1 (pyrrolidine), C(C)(=O)OC(C)(C)C (t-butyl acetate), B(F)(F)F.CCOCC (boron trifluoride diethyl etherate). The solvent is O1CCCC1 (tetrahydrofuran), CCCCCC (n-hexane), O1CCCC1 (tetrahydrofuran), O1CCCC1 (tetrahydrofuran). Run at temperature -78 celsius, time 10 minute. Yields the product C1CN2\C(\CCC3=CC=CC1=C23)=C\C(=O)OC(C)(C)C (t-butyl (E)-(1,2,5,6-tetrahydro-4H-pyrrolo[3,2,1-ij]quinolin-4-ylidene)acetate). Yield: 75.6%. Reaction SMILES: C([Li])CCC.C(NC(C)C)(C)C.[C:13]([O:16][C:17]([CH3:20])([CH3:19])[CH3:18])(=[O:15])[CH3:14].[CH2:21]1[C:31]2=[C:32]3[C:27](=[CH:28][CH:29]=[CH:30]2)[CH2:26][CH2:25][C:24](=O)[N:23]3[CH2:22]1.B(F)(F)F.CCOCC.N1CCCC1>CCCCCC.O1CCCC1>[CH2:21]1[C:31]2=[C:32]3[C:27](=[CH:28][CH:29]=[CH:30]2)[CH2:26][CH2:25]/[C:24](=[CH:14]\[C:13]([O:16][C:17]([CH3:20])([CH3:19])[CH3:18])=[O:15])/[N:23]3[CH2:22]1 |f:4.5|. Procedure: 25 ml of a 1.6M solution of n-butyllithium in n-hexane were added to a solution of 4.04 g of diisopropylamine in 20 ml of tetrahydrofuran at 0° C. under nitrogen. After 10 minutes, the stirred solution was cooled to -78° C. and a solution of 9.28 g of t-butyl acetate in 20 ml of tetrahydrofuran was added. After 10 minutes, 3.46 g of 1,2,5,6-tetrahydro-4H-pyrrolo[3,2,1-ij]quinolin-4-one in 20 ml of tetrahydrofuran was added followed by 8 ml of boron trifluoride diethyl etherate. The mixture was s... Yields the product C[C@H]1N(CCC1)CCC1OC2=C(C1)C=C(C=C2)C2=CC=C(C#N)C=C2 (4-(2-{2-[(2R)-2-methylpyrrolidinyl]ethyl}-2,3-dihydro-1-benzofuran-5-yl)benzonitrile). RXN SMILES: Br.[CH3:2][C@H:3]1[CH2:7][CH2:6][CH2:5][NH:4]1.CS(O[CH2:13][CH2:14][CH:15]1[CH2:19][C:18]2[CH:20]=[C:21]([C:24]3[CH:29]=[CH:28][C:27]([C:30]#[N:31])=[CH:26][CH:25]=3)[CH:22]=[CH:23][C:17]=2[O:16]1)(=O)=O>>[CH3:2][C@@H:3]1[CH2:7][CH2:6][CH2:5][N:4]1[CH2:13][CH2:14][CH:15]1[CH2:19][C:18]2[CH:20]=[C:21]([C:24]3[CH:29]=[CH:28][C:27]([C:30]#[N:31])=[CH:26][CH:25]=3)[CH:22]=[CH:23][C:17]=2[O:16]1 |f:0.1|. Reported procedure: (2S)-2-Methylpyrrolidine hydrobromide and the product from Example 67D are processed as described in Example 1D to provide the titled compound. Starting materials: Br.C[C@@H]1NCCC1 ((2S)-2-Methylpyrrolidine hydrobromide), CS(=O)(=O)OCCC1OC2=C(C1)C=C(C=C2)C2=CC=C(C=C2)C#N (2-[5-(4-cyanophenyl)-2,3-dihydro-1-benzofuran-2-yl]ethyl methanesulfonate). The reactants are CCCCCC (hexane), C(CCC)[Li] (butyllithium), O1C(NCC1)=O (oxazolidinone), CC(C)[C@H]1NC(OC1)=O (4(R)-(1-methylethyl)-2-oxazolidinone). Run in C1CCOC1 (THF), C1CCOC1 (THF). Conditions: time 15 minute. Yields the product CC(C)[C@H]1N(C(OC1)=O)C(C[C@H](C1=CC=CC=C1)C)=O ((4R)-(1-methylethyl)-3-(3(R)-methyl-1-oxo-3-phenylpropyl)- 2-oxazolidinone). The yield is 93.0%. As a reaction SMILES: [CH3:1][CH:2]([C@@H:4]1[CH2:8][O:7][C:6](=[O:9])[NH:5]1)[CH3:3].[CH3:10][CH2:11][CH2:12][CH2:13][CH2:14][CH3:15].[CH2:16]([Li])[CH2:17][CH2:18][CH3:19].[O:21]1CCNC1=O>C1COCC1>[CH3:1][CH:2]([C@@H:4]1[CH2:8][O:7][C:6](=[O:9])[N:5]1[C:16](=[O:21])[CH2:17][C@@H:18]([CH3:19])[C:12]1[CH:11]=[CH:10][CH:15]=[CH:14][CH:13]=1)[CH3:3]. Procedure: In a separate preparation, a solution of 4(R)-(1-methylethyl)-2-oxazolidinone (3.06 g, 23.7 mmol) in dry THF (30 mL) was cooled to -50°. Under argon, a 1.6M hexane solution of butyllithium (14.8 mL, 23.7 mmol) was added dropwise to the cooled solution of the oxazolidinone derivative. After 15 min at -78°, a solution of the first reactant in dry THF (10 mL) was added. The reaction mixture was stirred at -70° for 30 minutes and then allowed to warm to room temperature over a 45 min period. The mix... Starting materials: O=C(CNc1ncnc2ccc(C(F)(F)F)cc12)NC1CNC1, O=C1CCC2(CC1)OCCO2. The product is O=C1CCC(N2CC(NC(=O)CNc3ncnc4ccc(C(F)(F)F)cc34)C2)CC1. Reaction SMILES: [NH:12]1[CH2:13][CH:14]([NH:16][C:17]([CH2:18][NH:19][c:20]2[n:21][cH:22][n:23][c:24]3[cH:25][cH:26][c:27]([C:30]([F:31])([F:32])[F:33])[cH:28][c:29]23)=[O:34])[CH2:15]1.[O:1]1[CH2:4][CH2:3][O:2][C:5]12[CH2:6][CH2:7][C:8](=[O:11])[CH2:9][CH2:10]2>>[CH:5]1([N:12]2[CH2:13][CH:14]([NH:16][C:17]([CH2:18][NH:19][c:20]3[n:21][cH:22][n:23][c:24]4[cH:25][cH:26][c:27]([C:30]([F:31])([F:32])[F:33])[cH:28][c:29]34)=[O:34])[CH2:15]2)[CH2:6][CH2:7][C:8](=[O:11])[CH2:9][CH2:10]1. Reactants: C(CCC1=CC=CC=C1)=O (hydrocinnamaldehyde), CCCCCC.CC(C)O (hexane IPA), CCOC(=O)C (EtOAc), carboxylic acids, esters. The solvent is hexanes. Conditions: time 22 hour. Yields the product O=C1OC(C(C2=CC=CC=C12)C(=O)OC)CCC1=CC=CC=C1 (Methyl 1-oxo-3-phenethylisochroman-4-carboxylate). RXN SMILES: [CH:1](=[O:10])[CH2:2][CH2:3][C:4]1[CH:9]=[CH:8][CH:7]=[CH:6][CH:5]=1.[CH3:11][CH2:12][CH2:13][CH2:14][CH2:15][CH3:16].C[CH:18]([OH:20])C.C[CH2:22][O:23][C:24]([CH3:26])=[O:25]>>[O:20]=[C:18]1[C:12]2[C:13](=[CH:14][CH:15]=[CH:16][CH:11]=2)[CH:26]([C:24]([O:23][CH3:22])=[O:25])[CH:1]([CH2:2][CH2:3][C:4]2[CH:9]=[CH:8][CH:7]=[CH:6][CH:5]=2)[O:10]1 |f:1.2|. Procedure details: Prepared according to general procedure A using freshly distilled hydrocinnamaldehyde (32.4 mL, 0.246 mmol). The reaction was stirred for 22 h to give a diastereomeric mixture of carboxylic acids in a 75:25 ratio. After esterification, both diastereomers (anti-20 and syn-20) were purified by column chromatography to give a pale yellow oil (71.7 mg, 94%, combined yield for both diastereoisomers). The diastereomeric ratio of the esters was found to be 79:21 (anti-20:syn-20) by 1H-NMR spectroscopic... The reactants are OC1=C(C(NC2=CC(=CN=C12)CC1=CC=CC=C1)=O)C(=O)OCC (ethyl 4-hydroxy-2-oxo-7-(phenylmethyl)-1,2-dihydro-1,5-naphthyridine-3-carboxylate), C(C(C)C)N (isobutylamine). The product is OC1=C(C(NC2=CC(=CN=C12)CC1=CC=CC=C1)=O)C(=O)NCC(C)C (4-Hydroxy-N-(2-methylpropyl)-2-oxo-7-(phenylmethyl)-1,2-dihydro-1,5-naphthyridine-3-carboxamide). RXN SMILES: [OH:1][C:2]1[C:11]2[C:6](=[CH:7][C:8]([CH2:12][C:13]3[CH:18]=[CH:17][CH:16]=[CH:15][CH:14]=3)=[CH:9][N:10]=2)[NH:5][C:4](=[O:19])[C:3]=1[C:20]([O:22]CC)=O.[CH2:25]([NH2:29])[CH:26]([CH3:28])[CH3:27]>>[OH:1][C:2]1[C:11]2[C:6](=[CH:7][C:8]([CH2:12][C:13]3[CH:18]=[CH:17][CH:16]=[CH:15][CH:14]=3)=[CH:9][N:10]=2)[NH:5][C:4](=[O:19])[C:3]=1[C:20]([NH:29][CH2:25][CH:26]([CH3:28])[CH3:27])=[O:22]. Procedure details: This compound was prepared from ethyl 4-hydroxy-2-oxo-7-(phenylmethyl)-1,2-dihydro-1,5-naphthyridine-3-carboxylate and isobutylamine employing methods similar to those described in Example 2 and was obtained as a white solid; 1H NMR (d6-DMSO) δ 10.82 (1H, br), 8.22 (1H, s), 7.35-7.22 (6H, m), 4.03 (2H, s), 3.11 (2H, br), 1.77 (1H, m), 0.92 (6H, d, J=6.5 Hz); HRMS calcd for C20H21N3O3+H+: 352.1661. Found: 352.1645. Reactants: C1CCOC1, CCOC(C)=O, O=S(=O)(Cl)c1ccc(Cl)s1, NC(C(=O)O)C(CC(F)(F)F)CC(F)(F)F, [Na+], [OH-], O. Yields the product O=C(O)C(NS(=O)(=O)c1ccc(Cl)s1)C(CC(F)(F)F)CC(F)(F)F. RXN SMILES: [CH2:30]1[O:31][CH2:32][CH2:33][CH2:34]1.[CH3:35][CH2:36][O:37][C:38]([CH3:39])=[O:40].[Cl:19][c:20]1[cH:21][cH:22][c:23]([S:25](=[O:26])(=[O:27])[Cl:28])[s:24]1.[F:1][C:2]([CH2:3][CH:4]([CH:5]([NH2:6])[C:7](=[O:8])[OH:9])[CH2:10][C:11]([F:12])([F:13])[F:14])([F:15])[F:16].[Na+:18].[OH-:17].[OH2:29]>>[F:1][C:2]([CH2:3][CH:4]([CH:5]([NH:6][S:25]([c:23]1[cH:22][cH:21][c:20]([Cl:19])[s:24]1)(=[O:26])=[O:27])[C:7](=[O:8])[OH:9])[CH2:10][C:11]([F:12])([F:13])[F:14])([F:15])[F:16]. The reactants are CCOC(=O)C(C)(C)Br, O=C([O-])[O-], CCCc1cc(O)ccc1OCCc1nc(-c2ccc(-c3ccccc3)cc2)oc1C, [Cs+], [Cs+], CN(C)C=O. Product: CCCc1cc(OC(C)(C)C(=O)OCC)ccc1OCCc1nc(-c2ccc(-c3ccccc3)cc2)oc1C. RXN SMILES: [Br:32][C:33]([C:34](=[O:35])[O:36][CH2:37][CH3:38])([CH3:39])[CH3:40].[C:41](=[O:42])([O-:43])[O-:44].[CH2:1]([CH2:2][CH3:3])[c:4]1[cH:5][c:6]([OH:31])[cH:7][cH:8][c:9]1[O:10][CH2:11][CH2:12][c:13]1[n:14][c:15](-[c:19]2[cH:20][cH:21][c:22](-[c:25]3[cH:26][cH:27][cH:28][cH:29][cH:30]3)[cH:23][cH:24]2)[o:16][c:17]1[CH3:18].[Cs+:45].[Cs+:46].[O:47]=[CH:48][N:49]([CH3:50])[CH3:51]>>[CH2:1]([CH2:2][CH3:3])[c:4]1[cH:5][c:6]([O:31][C:33]([C:34](=[O:35])[O:36][CH2:37][CH3:38])([CH3:39])[CH3:40])[cH:7][cH:8][c:9]1[O:10][CH2:11][CH2:12][c:13]1[n:14][c:15](-[c:19]2[cH:20][cH:21][c:22](-[c:25]3[cH:26][cH:27][cH:28][cH:29][cH:30]3)[cH:23][cH:24]2)[o:16][c:17]1[CH3:18]. Starting materials: C(C)OC(=O)C1(N(C(C1C(C)=O)=O)CC1=C(C=C(C=C1)OC)OC)C(=O)OCC (diethyl-3-acetyl-1-(2,4-dimethoxybenzyl)4-oxo-2,2-azetidine-dicarboxylate), C(CO)O (ethylene glycol), O (water), ClCCl (dichloromethane). The solvent is O1CCOCC1 (dioxane). Product: C(C)OC(=O)C1(N(C(C1C1(OCCO1)C)=O)CC1=C(C=C(C=C1)OC)OC)C(=O)OCC (diethyl-1-(2.4-dimethoxybenzyl)-3-(2-methyl-1,3-dioxolan-2-yl)-4-oxo-2,2-azetidine-dicarboxylate). Yield: 84.0%. Reaction SMILES: [CH2:1]([O:3][C:4]([C:6]1([C:25]([O:27][CH2:28][CH3:29])=[O:26])[CH:9]([C:10](=[O:12])[CH3:11])[C:8](=[O:13])[N:7]1[CH2:14][C:15]1[CH:20]=[CH:19][C:18]([O:21][CH3:22])=[CH:17][C:16]=1[O:23][CH3:24])=[O:5])[CH3:2].[CH2:30](O)[CH2:31][OH:32].O.ClCCl>O1CCOCC1>[CH2:1]([O:3][C:4]([C:6]1([C:25]([O:27][CH2:28][CH3:29])=[O:26])[CH:9]([C:10]2([CH3:11])[O:32][CH2:31][CH2:30][O:12]2)[C:8](=[O:13])[N:7]1[CH2:14][C:15]1[CH:20]=[CH:19][C:18]([O:21][CH3:22])=[CH:17][C:16]=1[O:23][CH3:24])=[O:5])[CH3:2]. Procedure details: 25.5 g (0.063 moles) of diethyl-3-acetyl-1-(2,4-dimethoxybenzyl)4-oxo-2,2-azetidine-dicarboxylate prepared according to Example (1e), 6.8 ml (0.126 moles, 7.8 g) of ethylene glycol and 15.8 ml (0.126 moles, 17.9 g) of borotrifluoride diethyl etherate in 100 ml of dry dioxane are allowed to stand at room temperature for 3 days, whereupon 150 ml of water and 150 ml of dichloromethane are added to the reaction mixture. Thereafter the organic phase is separated and shaken with 50 ml of a 5% aqueous ...